From a dataset of the Open Reaction Database (ORD), a public repository of structured organic reaction records. describe an organic reaction: reactants, conditions, products, and yield The reactants are CC1=C(NC(=C1)C)\C=C\1/C(N(C2=CC=CC=C12)C(=O)N1C=NC=C1)=O (3-[1-(3,5-dimethyl-1h-pyrrol-2-yl)-meth-(z)-ylidene]-1-(imidazol-1-ylcarbonyl)-1,3-dihydro-indole-2-one), C([C@@H](C(=O)O)O)O (L-glyceric acid), C(=O)(C(F)(F)F)O (TFA). The solvent is C1CCOC1 (THF). Run at time 4 hour. Yields the product C(=O)(O)C(COC(=O)N1C(\C(\C2=CC=CC=C12)=C/C=1NC(=CC1C)C)=O)O (3-[1-(3,5-dimethyl-1H-pyrrol-2-yl)-meth-(Z)-ylidene]-2-oxo-2,3-dihydro-indole-1-carboxylic acid 2-carboxy-2-hydroxy-ethyl ester). Isolated yield 8.1%. RXN SMILES: [CH3:1][C:2]1[CH:6]=[C:5]([CH3:7])[NH:4][C:3]=1/[CH:8]=[C:9]1\[C:10](=[O:25])[N:11]([C:18](N2C=CN=C2)=[O:19])[C:12]2[C:17]\1=[CH:16][CH:15]=[CH:14][CH:13]=2.[CH2:26]([OH:32])[C@H:27]([OH:31])[C:28]([OH:30])=[O:29].C(O)(C(F)(F)F)=O>C1COCC1>[C:28]([CH:27]([OH:31])[CH2:26][O:32][C:18]([N:11]1[C:12]2[C:17](=[CH:16][CH:15]=[CH:14][CH:13]=2)/[C:9](=[CH:8]/[C:3]2[NH:4][C:5]([CH3:7])=[CH:6][C:2]=2[CH3:1])/[C:10]1=[O:25])=[O:19])([OH:30])=[O:29]. Reported procedure: A reaction mixture of 3-[1-(3,5-dimethyl-1h-pyrrol-2-yl)-meth-(z)-ylidene]-1-(imidazol-1-ylcarbonyl)-1,3-dihydro-indole-2-one (166 mg, 0.5 mmol), L-glyceric acid (432 mg, 1.5 mmol), and TFA (399 mg, 3.5 mmol) in 3 mL of THF was stirred at room temperature for 4 h and concentrated. The residue was purified by silica gel chromatography eluting with ethyl acetate-hexane (1:4) followed by 1% of acetic acid in ethylacetate-hexane (1:1) to afford 15 mg (8%) of 3-[1-(3,5-dimethyl-1H-pyrrol-2-yl)-meth-(... Reactants: C1CCC(C(CC2CCCCN2)C2CCCCC2)CC1, CC#N, CO, O=[N+]([O-])O. The product is C1CCC(C(CC2CCCCN2)C2CCCCC2)CC1, O=[N+]([O-])[O-]. As a reaction SMILES: [CH2:5]1[CH2:6][CH2:7][CH:8]([CH:11]([CH2:12][CH:13]2[CH2:14][CH2:15][CH2:16][CH2:17][NH:18]2)[CH:19]2[CH2:20][CH2:21][CH2:22][CH2:23][CH2:24]2)[CH2:9][CH2:10]1.[CH3:25][C:26]#[N:27].[CH3:28][OH:29].[OH:1][N+:2]([O-:3])=[O:4]>>[CH2:5]1[CH2:6][CH2:7][CH:8]([CH:11]([CH2:12][CH:13]2[CH2:14][CH2:15][CH2:16][CH2:17][NH:18]2)[CH:19]2[CH2:20][CH2:21][CH2:22][CH2:23][CH2:24]2)[CH2:9][CH2:10]1.[O:1]=[N+:2]([O-:3])[O-:4]. Reactants: [C-]#N, C=O, CC(C)(CO)C(O)C(=O)NCCC(=O)O. The product is CC(C)(CO)C(O)C(=O)NCCC(=O)O. Reaction SMILES: [C-:18]#[N:19].[CH2:16]=[O:17].[CH3:1][C:2]([CH3:3])([CH2:4][OH:5])[CH:6]([OH:7])[C:8](=[O:9])[NH:10][CH2:11][CH2:12][C:13]([OH:14])=[O:15]>>[CH3:1][C:2]([CH3:3])([CH2:4][OH:5])[CH:6]([OH:7])[C:8](=[O:9])[NH:10][CH2:11][CH2:12][C:13](=[O:14])[OH:15]. Starting materials: ClC(=O)OC1=CC=C(C=C1)Br (4-bromophenyl chloroformate), C[Si](N1C(CCC1)=O)(C)C (1-trimethylsilyl-2-pyrrolidinone). The solvent is C1=CC=CC=C1 (benzene), C1=CC=CC=C1 (benzene). Conditions: time 30 minute. Product: BrC1=CC=C(OC(=O)N2C(CCC2)=O)C=C1 (1-(4'-Bromophenoxycarbonyl)-2-pyrrolidinone). Yield: 52.8%. As a reaction SMILES: Cl[C:2]([O:4][C:5]1[CH:10]=[CH:9][C:8]([Br:11])=[CH:7][CH:6]=1)=[O:3].C[Si](C)(C)[N:14]1[CH2:18][CH2:17][CH2:16][C:15]1=[O:19]>C1C=CC=CC=1>[Br:11][C:8]1[CH:9]=[CH:10][C:5]([O:4][C:2]([N:14]2[CH2:18][CH2:17][CH2:16][C:15]2=[O:19])=[O:3])=[CH:6][CH:7]=1. Reported procedure: To a solution of 4-bromophenyl chloroformate (4.19 g, 20.0 mmol) in anhydrous benzene (20 ml) was added a solution of 1-trimethylsilyl-2-pyrrolidinone (3.46 g, 22.0 mmol) in anhydrous benzene (10 ml). The mixture was stirred at room temperature for 30 min. The reaction mixture was evaporated under reduced pressure to dryness to give a solid material. Recrystallization from 2-propanol afforded 3.00 g of colorless prisms. Yield 53% The reactants are O=C([O-])[O-], CC#N, Fc1cc(F)cc(-c2nc(CCl)no2)c1, [Cs+], [Cs+], N#Cc1ccc2[nH]c(CCC(F)(F)F)cc2c1C(F)(F)F. Product: N#Cc1ccc2c(cc(CCC(F)(F)F)n2Cc2noc(-c3cc(F)cc(F)c3)n2)c1C(F)(F)F. RXN SMILES: [C:22](=[O:23])([O-:24])[O-:25].[CH3:43][C:44]#[N:45].[Cl:28][CH2:29][c:30]1[n:31][o:32][c:33](-[c:35]2[cH:36][c:37]([F:42])[cH:38][c:39]([F:41])[cH:40]2)[n:34]1.[Cs+:26].[Cs+:27].[F:1][C:2]([c:3]1[c:4]2[cH:5][c:6]([CH2:14][CH2:15][C:16]([F:17])([F:18])[F:19])[nH:7][c:8]2[cH:9][cH:10][c:11]1[C:12]#[N:13])([F:20])[F:21]>>[F:1][C:2]([c:3]1[c:4]2[cH:5][c:6]([CH2:14][CH2:15][C:16]([F:17])([F:18])[F:19])[n:7]([CH2:29][c:30]3[n:31][o:32][c:33](-[c:35]4[cH:36][c:37]([F:42])[cH:38][c:39]([F:41])[cH:40]4)[n:34]3)[c:8]2[cH:9][cH:10][c:11]1[C:12]#[N:13])([F:20])[F:21]. Procedure: A solution of 60.8 g (0.4 mole) of the carbinol obtained according to letter (a) above, 11.1 g (0.08 mole) of o-nitro-phenol and 194.4 g (1.2 mole) of triethyl ortho-acetate were slowly heated during 8-10 h to 145°-150° under nitrogen atmosphere while stirring. Meanwhile, ethanol and ethyl acetate formed in the course of the reaction were gradually distilled off whereas the excess of triethyl ortho-acetate was recovered by vacuum distillation. The thus obtained residue was dissolved in petrol et... The reactants are CO (carbinol), C(C)(OCC)(OCC)OCC (triethyl ortho-acetate), C(C)O (ethanol), ( a ), [N+](=O)([O-])C1=C(C=CC=C1)O (o-nitro-phenol). Solvent: C(C)(=O)OCC (ethyl acetate). Product: O1C(=CC=C1)CC(=O)OCC (ethyl furyl-acetate). Isolated yield 377.8%. As a reaction SMILES: CO.[N+](C1C=[CH:10][CH:9]=[CH:8][C:7]=1[OH:12])([O-])=O.[C:13]([O:21]CC)([O:18][CH2:19][CH3:20])(OCC)[CH3:14].C(O)C>C(OCC)(=O)C>[O:12]1[CH:7]=[CH:8][CH:9]=[C:10]1[CH2:14][C:13]([O:18][CH2:19][CH3:20])=[O:21]. Starting materials: CC(C(=O)OC)(C)SC1=CC=CC=C1 (methyl 2-methyl-2-(phenylsulfanyl)propanoate), CC(C)C[AlH]CC(C)C (DIBAL-H), Cl (HCl), ice. Run in ClCCl (dichloromethane), C1(=CC=CC=C1)C (toluene). Yields the product CC(CO)(C)SC1=CC=CC=C1 (2-methyl-2-(phenylsulfanyl)-1-propanol). As a reaction SMILES: [CH3:1][C:2]([S:8][C:9]1[CH:14]=[CH:13][CH:12]=[CH:11][CH:10]=1)([CH3:7])[C:3](OC)=[O:4].CC(C[AlH]CC(C)C)C.Cl>ClCCl.C1(C)C=CC=CC=1>[CH3:7][C:2]([S:8][C:9]1[CH:14]=[CH:13][CH:12]=[CH:11][CH:10]=1)([CH3:1])[CH2:3][OH:4]. Procedure details: A −78° C. solution of Example 103B (860 mg, 4.1 mmol) in dichloromethane (10 mL) was treated with 1.0M DIBAL-H in toluene (11 mL), warmed to room temperature over 4 hours, poured into a mixture of 3M HCl (15 mL) and ice (˜10 g), and extracted with ethyl acetate (100 mL). The combined extracts were washed with 1M HCl (10 mL) and brine (10 mL), dried (MgSO4), filtered, and concentrated. The concentrate was purified by flash column chromatography on silica gel with 10-30% ethyl acetate/hexanes to p...